Dataset: the Open Reaction Database (ORD), a public repository of structured organic reaction records. Task: describe an organic reaction: reactants, conditions, products, and yield Reactants: Cl.NO (Hydroxylamine hydrochloride), C(C)C(=CC(C=O)=NO)C(C)[N+](=O)[O-] (4-ethyl-2-hydroxyimino-5-nitro-3-hexenal). Run in C(Cl)(Cl)Cl (chloroform), CO (methanol). The product is C(C)C(=CC(C=NO)=NO)C(C)[N+](=O)[O-] (4-ethyl-2-hydroxyimino-5- nitro-3-hexenaldehyde oxime). Isolated yield 60.5%. Reaction SMILES: Cl.[NH2:2][OH:3].[CH2:4]([C:6]([CH:13]([N+:15]([O-:17])=[O:16])[CH3:14])=[CH:7][C:8](=[N:11][OH:12])[CH:9]=O)[CH3:5]>C(Cl)(Cl)Cl.CO>[CH2:4]([C:6]([CH:13]([N+:15]([O-:17])=[O:16])[CH3:14])=[CH:7][C:8](=[N:11][OH:12])[CH:9]=[N:2][OH:3])[CH3:5] |f:0.1|. Procedure: Hydroxylamine hydrochloride (69.5 mg) was added to a solution of 4-ethyl-2-hydroxyimino-5-nitro-3-hexenal (100 mg) in a mixture of chloroform (3 ml) and methanol (2 ml) with stirring at room temperature. The resulting mixture was stirred at the same temperature overnight and evaporated to dryness. The residue was washed successively with water, aqueous sodium bicarbonate solution and brine, and dried over magnesium sulfate. The solvent was distilled under reduced pressure to give a residue which... The reactants are C[C@H](CCCC(C)C)[C@H]1CC[C@@H]\2[C@@]1(CCC/C2=C\C=C/3\C[C@H](CCC3=C)O)C (7-dehydrocholesterol), Si, [Na] (sodium), O.O[Si](O)(O)O.[Al].[Al] (Valfor). Reaction conditions: time 120 minute. The product is CC1=C(C[C@H](CC1)O)/C=C\C2=CCC[C@]3([C@H]2CC[C@@H]3[C@H](C)CCCC(C)C)C (previtamin D3). Reaction SMILES: [CH3:1][C@@H:2]([C@@H:9]1[C@@:13]2([CH3:28])[CH2:14][CH2:15][CH2:16]/[C:17](=[CH:18]\[CH:19]=[C:20]3\[CH2:21][C@@H:22]([OH:27])[CH2:23][CH2:24][C:25]\3=[CH2:26])/[C@@H:12]2[CH2:11][CH2:10]1)[CH2:3][CH2:4][CH2:5][CH:6]([CH3:8])[CH3:7].[Na].O.O[Si](O)(O)O.[Al].[Al]>>[CH3:26][C:25]1[CH2:24][CH2:23][C@H:22]([OH:27])[CH2:21][C:20]=1/[CH:19]=[CH:18]\[C:17]1[C@@H:12]2[CH2:11][CH2:10][C@H:9]([C@@H:2]([CH2:3][CH2:4][CH2:5][CH:6]([CH3:8])[CH3:7])[CH3:1])[C@@:13]2([CH3:28])[CH2:14][CH2:15][CH:16]=1 |f:2.3.4.5,^1:28|. Procedure: A 2% loading of 7-dehydrocholesterol on mordenite with a Si:Al ratio of 5.2-6 in the sodium form (Valfor C500-11 from PQ) was treated in the same was as in Example 6. After 120 min., a significant amount of previtamin D3 was formed, but there was very little tachysterol formed. Starting materials: C(C1=CC=CC=C1)N1N=C(C(=CC1=O)C1=CC=C(C=C1)Cl)C1=C(C=CC=C1)Cl (2-benzyl-6-(2-chlorophenyl)-5-(4-chlorophenyl)pyridazin-3(2H)-one), [Cl-].[Al+3].[Cl-].[Cl-] (aluminum chloride). Run in C1(=CC=CC=C1)C (toluene). Reaction conditions: temperature 90 celsius, time 20 minute. The product is ClC1=C(C=CC=C1)C=1C(=CC(NN1)=O)C1=CC=C(C=C1)Cl (6-(2-chlorophenyl)-5-(4-chlorophenyl)pyridazin-3(2H)-one). Isolated yield 84.3%. Reaction SMILES: C([N:8]1[C:13](=[O:14])[CH:12]=[C:11]([C:15]2[CH:20]=[CH:19][C:18]([Cl:21])=[CH:17][CH:16]=2)[C:10]([C:22]2[CH:27]=[CH:26][CH:25]=[CH:24][C:23]=2[Cl:28])=[N:9]1)C1C=CC=CC=1.[Cl-].[Al+3].[Cl-].[Cl-]>C1(C)C=CC=CC=1>[Cl:28][C:23]1[CH:24]=[CH:25][CH:26]=[CH:27][C:22]=1[C:10]1[C:11]([C:15]2[CH:16]=[CH:17][C:18]([Cl:21])=[CH:19][CH:20]=2)=[CH:12][C:13](=[O:14])[NH:8][N:9]=1 |f:1.2.3.4|. Reported procedure: To a solution of 2-benzyl-6-(2-chlorophenyl)-5-(4-chlorophenyl)pyridazin-3(2H)-one (6.4 g, 15.7 mmol) in toluene (100 mL) at 90° C. was added aluminum chloride (5.23 g, 39.3 mmol) in one portion. After addition, the reaction mixture was stirred at 90° C. for 20 min. After cooling to room temperature, the reaction mixture was concentrated under reduced pressure to reduce the volume to about 50 mL, then water (150 mL) was added. The resulting mixture was sonicated for 5 min, then stirred at room t... Starting materials: ClCCl, CC(C)(C)OC(=O)N1CCOc2cnc(CO)cc21. RXN SMILES: [Cl:20][CH2:21][Cl:22].[OH:1][CH2:2][c:3]1[cH:4][c:5]2[c:6]([cH:18][n:19]1)[O:7][CH2:8][CH2:9][N:10]2[C:11](=[O:12])[O:13][C:14]([CH3:15])([CH3:16])[CH3:17]>>[O:1]=[CH:2][c:3]1[cH:4][c:5]2[c:6]([cH:18][n:19]1)[O:7][CH2:8][CH2:9][N:10]2[C:11](=[O:12])[O:13][C:14]([CH3:15])([CH3:16])[CH3:17]. The product is CC(C)(C)OC(=O)N1CCOc2cnc(C=O)cc21. Reactants: C(Cl)Cl (methylene chloride), CN1N=C(N=C1C=1SC=C(C1Cl)Cl)C1=C(C=CC=C1F)Cl (1-methyl-3-(2-chloro-6-fluorophenyl)-5-(3,4-dichlorothien-2-yl) [1,2,4]triazole), C(C)(=O)[O-].[Na+] (sodium acetate), BrBr (bromine). Run in C(C)(=O)O (acetic acid). Reaction conditions: temperature 70 celsius, time 2.5 hour. Product: CN1N=C(N=C1C=1SC(=C(C1Cl)Cl)Br)C1=C(C=CC=C1F)Cl (1-Methyl 3-(2-chloro-6-fluorophenyl)-5-(5-bromo-3,4-dichlorothien-2-yl) [1,2,4]triazole). The yield is 96.6%. As a reaction SMILES: [CH3:1][N:2]1[C:6]([C:7]2[S:8][CH:9]=[C:10]([Cl:13])[C:11]=2[Cl:12])=[N:5][C:4]([C:14]2[C:19]([F:20])=[CH:18][CH:17]=[CH:16][C:15]=2[Cl:21])=[N:3]1.C([O-])(=O)C.[Na+].[Br:27]Br.C(Cl)Cl>C(O)(=O)C>[CH3:1][N:2]1[C:6]([C:7]2[S:8][C:9]([Br:27])=[C:10]([Cl:13])[C:11]=2[Cl:12])=[N:5][C:4]([C:14]2[C:19]([F:20])=[CH:18][CH:17]=[CH:16][C:15]=2[Cl:21])=[N:3]1 |f:1.2|. Procedure: To a mixture of 1-methyl-3-(2-chloro-6-fluorophenyl)-5-(3,4-dichlorothien-2-yl) [1,2,4]triazole (33.4 g, 92.1 mmol) and sodium acetate (7.6 g, 92.1 mmol) in acetic acid (250 mL) was added bromine (58.9 g, 368.4 mmol) dropwise at a rate which maintained the reaction temperature below 35° C. The resulting mixture was slowly heated to 70° C. and stirred for 2.5 hours, cooled to 50° C. and stirred overnight, and cooled to room temperature. TLC analysis (methylene chloride) indicates full consumption... Reactants: CCOc1ccc(C(=O)OC)cc1OC, CC(=O)OC(C)=O, CC(=O)O, O=[N+]([O-])O. The product is CCOc1cc([N+](=O)[O-])c(C(=O)OC)cc1OC. RXN SMILES: [CH2:1]([CH3:2])[O:3][c:4]1[c:5]([O:14][CH3:15])[cH:6][c:7]([C:8](=[O:9])[O:10][CH3:11])[cH:12][cH:13]1.[CH3:16][C:17]([O:18][C:19](=[O:20])[CH3:21])=[O:22].[CH3:27][C:28](=[O:29])[OH:30].[OH:23][N+:24]([O-:25])=[O:26]>>[CH2:1]([CH3:2])[O:3][c:4]1[c:5]([O:14][CH3:15])[cH:6][c:7]([C:8](=[O:9])[O:10][CH3:11])[c:12]([N+:24](=[O:23])[O-:25])[cH:13]1. The reactants are CC(C)(C)C(=O)CBr, O=C([O-])[O-], CN(C)C=O, CCOC(C)=O, CCCc1nc(C)[nH]c(=O)c1Cc1ccc(-c2ccccc2C#N)cc1F, [K+], [K+]. Product: CCCc1nc(C)n(CC(=O)C(C)(C)C)c(=O)c1Cc1ccc(-c2ccccc2C#N)cc1F. As a reaction SMILES: [Br:28][CH2:29][C:30]([C:31]([CH3:32])([CH3:33])[CH3:34])=[O:35].[C:36](=[O:37])([O-:38])[O-:39].[CH3:42][N:43]([CH3:44])[CH:45]=[O:46].[CH3:47][CH2:48][O:49][C:50](=[O:51])[CH3:52].[F:1][c:2]1[cH:3][c:4](-[c:20]2[c:21]([C:26]#[N:27])[cH:22][cH:23][cH:24][cH:25]2)[cH:5][cH:6][c:7]1[CH2:8][c:9]1[c:10]([CH2:17][CH2:18][CH3:19])[n:11][c:12]([CH3:16])[nH:13][c:14]1=[O:15].[K+:40].[K+:41]>>[F:1][c:2]1[cH:3][c:4](-[c:20]2[c:21]([C:26]#[N:27])[cH:22][cH:23][cH:24][cH:25]2)[cH:5][cH:6][c:7]1[CH2:8][c:9]1[c:10]([CH2:17][CH2:18][CH3:19])[n:11][c:12]([CH3:16])[n:13]([CH2:29][C:30]([C:31]([CH3:32])([CH3:33])[CH3:34])=[O:35])[c:14]1=[O:15]. Starting materials: CN(C)C=O, Nc1c([N+](=O)[O-])c(N)c([N+](=O)[O-])c(F)c1[N+](=O)[O-], NC(N)=O, O. Product: NC(=O)Nc1c([N+](=O)[O-])c(N)c([N+](=O)[O-])c(N)c1[N+](=O)[O-]. As a reaction SMILES: [CH3:24][N:25]([CH3:26])[CH:27]=[O:28].[F:1][c:2]1[c:3]([N+:16](=[O:17])[O-:18])[c:4]([NH2:15])[c:5]([N+:12](=[O:13])[O-:14])[c:6]([NH2:11])[c:7]1[N+:8](=[O:9])[O-:10].[NH2:19][C:20]([NH2:21])=[O:22].[OH2:23]>>[c:2]1([NH:19][C:20]([NH2:21])=[O:22])[c:3]([N+:16](=[O:17])[O-:18])[c:4]([NH2:15])[c:5]([N+:12](=[O:13])[O-:14])[c:6]([NH2:11])[c:7]1[N+:8](=[O:9])[O-:10]. Reactants: C(CCC)[Li] (Butyl lithium), COB(OC)OC (Trimethylborate), [Cl-].[NH4+] (ammonium chloride), BrC1=CC=C(OCC(C)(O)C)C=C1 (1-(4-bromophenoxy)-2-methylpropan-2-ol), [H-].[Na+] (sodium hydride). Solvent: CCCCCC (hexane), O (Water), O1CCCC1 (tetrahydrofuran). Reaction conditions: temperature -78 celsius, time 30 minute. The product is OC(COC1=CC=C(C=C1)B(O)O)(C)C (4-(2-hydroxy-2-methylpropoxy)phenylboronic acid). Isolated yield 33.7%. Reaction SMILES: Br[C:2]1[CH:13]=[CH:12][C:5]([O:6][CH2:7][C:8]([CH3:11])([OH:10])[CH3:9])=[CH:4][CH:3]=1.[H-].[Na+].C([Li])CCC.C[O:22][B:23](OC)[O:24]C.[Cl-].[NH4+]>O1CCCC1.CCCCCC.O>[OH:10][C:8]([CH3:11])([CH3:9])[CH2:7][O:6][C:5]1[CH:12]=[CH:13][C:2]([B:23]([OH:24])[OH:22])=[CH:3][CH:4]=1 |f:1.2,5.6|. Procedure: A solution of 1-(4-bromophenoxy)-2-methylpropan-2-ol (1.23 g) in tetrahydrofuran (25 ml) was added to oil-free sodium hydride (132 mg) under an atmosphere of argon. The mixture was stirred for 30 minutes and then cooled to -78° C. 1.6M Butyl lithium in hexane (6.9 ml) was added over 5 minutes and the solution was stirred at -78° C. for 30 minutes. Trimethylborate (1.14 g) was added over 1 minute and the mixture was stirred at -78° C. for 1 hour. Saturated ammonium chloride solution (25 ml) was a...